This data is from the Open Reaction Database (ORD), a public repository of structured organic reaction records. The task is: describe an organic reaction: reactants, conditions, products, and yield Reactants: COc1cc([N+](=O)[O-])ccc1S(=O)(=O)Cl, ClCCl, Nc1ccccc1NS(=O)(=O)c1cc2ccccc2s1, c1ccncc1. The product is COc1cc([N+](=O)[O-])ccc1S(=O)(=O)Nc1ccccc1NS(=O)(=O)c1cc2ccccc2s1. RXN SMILES: [CH3:21][O:22][c:23]1[c:24]([S:32](=[O:33])(=[O:34])[Cl:35])[cH:25][cH:26][c:27]([N+:29](=[O:30])[O-:31])[cH:28]1.[Cl:36][CH2:37][Cl:38].[NH2:1][c:2]1[c:3]([NH:8][S:9](=[O:10])(=[O:11])[c:12]2[cH:13][c:14]3[c:15]([s:16]2)[cH:17][cH:18][cH:19][cH:20]3)[cH:4][cH:5][cH:6][cH:7]1.[cH:39]1[cH:40][cH:41][n:42][cH:43][cH:44]1>>[NH:1]([c:2]1[c:3]([NH:8][S:9](=[O:10])(=[O:11])[c:12]2[cH:13][c:14]3[c:15]([s:16]2)[cH:17][cH:18][cH:19][cH:20]3)[cH:4][cH:5][cH:6][cH:7]1)[S:32]([c:24]1[c:23]([O:22][CH3:21])[cH:28][c:27]([N+:29](=[O:30])[O-:31])[cH:26][cH:25]1)(=[O:33])=[O:34]. Starting materials: ClC=1N=CC=C2C1OC=C2 (7-chloro-furo[2,3-c]pyridine), C(CCC)O (n-butanol), Cl.CON (methoxyamine hydrochloride), Cl.CON (Methoxyamine hydrochloride). The solvent is O (water). Reaction conditions: temperature 125 celsius. Yields the product CONC=1N=CC=C2C1OC=C2 (N-methoxyfuro[2,3-c]pyridin-7-amine). RXN SMILES: Cl[C:2]1[N:3]=[CH:4][CH:5]=[C:6]2[CH:10]=[CH:9][O:8][C:7]=12.C(O)CCC.Cl.[CH3:17][O:18][NH2:19]>O>[CH3:17][O:18][NH:19][C:2]1[N:3]=[CH:4][CH:5]=[C:6]2[CH:10]=[CH:9][O:8][C:7]=12 |f:2.3|. Reported procedure: A three-necked flask was charged with 7-chloro-furo[2,3-c]pyridine (40 g, 0.26 mol) and n-butanol (300 mL) and heated at 125° C. Methoxyamine hydrochloride (54 g, 0.65 mol) was added as a solid and then additional methoxyamine hydrochloride (54 g, 0.65 mol) dissolved in water (50 mL) was added slowly. The resulting mixture was heated at reflux overnight. After cooling to RT, the reaction mixture was concentrated in vacuo. The remaining aqueous solution was basified to pH ˜8.5 with saturated NaHC... Starting materials: C, CO, CC(=O)O, [Na+], C1=C(c2ccc(Oc3ccccc3)cc2)CCNC1, [OH-], [Pd]. The product is c1ccc(Oc2ccc(C3CCNCC3)cc2)cc1. Reaction SMILES: [C:24].[CH3:1][OH:2].[CH3:26][C:27](=[O:28])[OH:29].[Na+:23].[O:3]([c:4]1[cH:5][cH:6][cH:7][cH:8][cH:9]1)[c:10]1[cH:11][cH:12][c:13]([C:16]2=[CH:21][CH2:20][NH:19][CH2:18][CH2:17]2)[cH:14][cH:15]1.[OH-:22].[Pd:25]>>[O:3]([c:4]1[cH:5][cH:6][cH:7][cH:8][cH:9]1)[c:10]1[cH:11][cH:12][c:13]([CH:16]2[CH2:17][CH2:18][NH:19][CH2:20][CH2:21]2)[cH:14][cH:15]1. The reactants are C(C1=CC=CC=C1)O[C@H]1[C@]2(O[C@@H]([C@H]([C@@H]1OCC1=CC=CC=C1)OCC1=CC=CC=C1)COCC1=CC=CC=C1)CC(OC1=CC(=C(C=C12)CC1=CC=C(C=C1)CC)Cl)O ((2′S,3′R,4′S,5′R,6′R)-3′,4′,5′-tris(benzyloxy)-6′-(benzyloxymethyl)-7-chloro-6-(4-ethylbenzyl)-3′,4′,5′,6′-tetrahydrospiro[chroman-4,2′-pyran]-2-ol), [H][H] (hydrogen). Reagents/catalysts: [OH-].[OH-].[Pd+2] (Pd(OH)2 on carbon). Run in CO (MeOH), C1CCOC1 (THF). Product: ClC1=C(C=C2C(=C1)OC(C[C@]21O[C@@H]([C@H]([C@@H]([C@H]1O)O)O)CO)O)CC1=CC=C(C=C1)CC ((2′S,3′R,4′S,5′S,6′R)-7-chloro-6-(4-ethylbenzyl)-6′-(hydroxymethyl)-3′,4′,5′,6′-tetrahydrospiro[chroman-4,2′-pyran]-2,3′,4′,5′-tetraol). The yield is 88.7%. As a reaction SMILES: C([O:8][C@@H:9]1[C@@H:14]([O:15]CC2C=CC=CC=2)[C@H:13]([O:23]CC2C=CC=CC=2)[C@@H:12]([CH2:31][O:32]CC2C=CC=CC=2)[O:11][C@:10]21[C:48]1[C:43](=[CH:44][C:45]([Cl:58])=[C:46]([CH2:49][C:50]3[CH:55]=[CH:54][C:53]([CH2:56][CH3:57])=[CH:52][CH:51]=3)[CH:47]=1)[O:42][CH:41]([OH:59])[CH2:40]2)C1C=CC=CC=1.[H][H]>CO.C1COCC1.[OH-].[OH-].[Pd+2]>[Cl:58][C:45]1[CH:44]=[C:43]2[O:42][CH:41]([OH:59])[CH2:40][C@@:10]3([C@H:9]([OH:8])[C@@H:14]([OH:15])[C@H:13]([OH:23])[C@@H:12]([CH2:31][OH:32])[O:11]3)[C:48]2=[CH:47][C:46]=1[CH2:49][C:50]1[CH:51]=[CH:52][C:53]([CH2:56][CH3:57])=[CH:54][CH:55]=1 |f:4.5.6|. Procedure details: To a solution of 41 (20 mg, 25 μmol) in a mixture of MeOH (1.5 mL) and THF (0.5 mL) was added Pd(OH)2 on carbon (15 mg). A balloon of hydrogen gas was attached for 0.5 h with vigorous stirring. LC/MS indicated that de-protection was complete. The reaction mixture was filtered through Celite, concentrated to a residue, and purified by preparatory HPLC to give 44 (10 mg, 90%) as a mixture of two diastereomers. LCMS m/z 433 (M−OH). Starting materials: CNC(=O)c1scc(C)c1Nc1nc(Cl)ncc1Cl, CC(C)O, CN1CC(=O)Nc2cc(N)ccc2C1, CC1(C)C2CCC1(CS(=O)(=O)O)C(=O)C2. Product: CNC(=O)c1scc(C)c1Nc1nc(Nc2ccc3c(c2)NC(=O)CN(C)C3)ncc1Cl. Reaction SMILES: [CH3:15][NH:16][C:17](=[O:18])[c:19]1[s:20][cH:21][c:22]([CH3:33])[c:23]1[NH:24][c:25]1[n:26][c:27]([Cl:32])[n:28][cH:29][c:30]1[Cl:31].[CH:49]([OH:50])([CH3:51])[CH3:52].[NH2:1][c:2]1[cH:3][cH:4][c:5]2[c:6]([cH:14]1)[NH:7][C:8](=[O:13])[CH2:9][N:10]([CH3:12])[CH2:11]2.[O:34]=[S:35](=[O:36])([OH:37])[CH2:38][C:39]12[CH2:40][CH2:41][CH:42]([C:43]1([CH3:44])[CH3:45])[CH2:46][C:47]2=[O:48]>>[NH:1]([c:2]1[cH:3][cH:4][c:5]2[c:6]([cH:14]1)[NH:7][C:8](=[O:13])[CH2:9][N:10]([CH3:12])[CH2:11]2)[c:27]1[n:26][c:25]([NH:24][c:23]2[c:19]([C:17]([NH:16][CH3:15])=[O:18])[s:20][cH:21][c:22]2[CH3:33])[c:30]([Cl:31])[cH:29][n:28]1. The reactants are CC(=O)O, C1CCNC1, CCOC(C)=O, ClCCl, Cl, O=Cc1ccc(C2Nc3cccc4c(=O)[nH]nc(c34)C2c2ccc(F)cc2)cc1. The product is O=c1[nH]nc2c3c(cccc13)NC(c1ccc(CN3CCCC3)cc1)C2c1ccc(F)cc1. As a reaction SMILES: [C:30]([OH:31])(=[O:32])[CH3:33].[CH2:34]1[CH2:35][CH2:36][NH:37][CH2:38]1.[CH3:43][CH2:44][O:45][C:46](=[O:47])[CH3:48].[Cl:40][CH2:41][Cl:42].[ClH:39].[F:1][c:2]1[cH:3][cH:4][c:5]([CH:8]2[CH:9]([c:22]3[cH:23][cH:24][c:25]([CH:26]=[O:27])[cH:28][cH:29]3)[NH:10][c:11]3[c:12]4[c:13]2[n:14][nH:15][c:16](=[O:21])[c:17]4[cH:18][cH:19][cH:20]3)[cH:6][cH:7]1>>[F:1][c:2]1[cH:3][cH:4][c:5]([CH:8]2[CH:9]([c:22]3[cH:23][cH:24][c:25]([CH2:26][N:37]4[CH2:36][CH2:35][CH2:34][CH2:38]4)[cH:28][cH:29]3)[NH:10][c:11]3[c:12]4[c:13]2[n:14][nH:15][c:16](=[O:21])[c:17]4[cH:18][cH:19][cH:20]3)[cH:6][cH:7]1. Run at temperature 100 celsius, time 2 hour. The yield is 87.6%. Product: C1=NC=CC2=C(C=CC=C12)SC=1C=C2N=CC=NC2=CC1[N+](=O)[O-] (6-(5-isoquinolylthio)-7-nitroquinoxaline). Procedure details: A mixture of 5-isoquinolinethiol 220 mg (1.4 mmol), 6-fluoro-7-nitroquinoxaline 260 mg (1.4 mmol), potassium carbonate 380 mg (2.7 mmol) and DMF 3 ml was stirred for 2 hours at 100° C. The reaction solution was poured into water, the precipitates were collected and washed with water, and 6-(5-isoquinolylthio)-7-nitroquinoxaline 410 mg (90.4%) was obtained. The solvent is O (water). Starting materials: C1=NC=CC=2C(=CC=CC12)S (5-isoquinolinethiol), FC=1C=C2N=CC=NC2=CC1[N+](=O)[O-] (6-fluoro-7-nitroquinoxaline), C([O-])([O-])=O.[K+].[K+] (potassium carbonate), CN(C)CC1=CC(=C(C(=C1)CN(C)C)O)CN(C)C (DMF 3). As a reaction SMILES: [CH:1]1[C:10]2[CH:9]=[CH:8][CH:7]=[C:6]([SH:11])[C:5]=2[CH:4]=[CH:3][N:2]=1.F[C:13]1[CH:14]=[C:15]2[C:20](=[CH:21][C:22]=1[N+:23]([O-:25])=[O:24])[N:19]=[CH:18][CH:17]=[N:16]2.C(=O)([O-])[O-].[K+].[K+].CN(CC1C=C(CN(C)C)C(O)=C(CN(C)C)C=1)C>O>[CH:1]1[C:10]2[C:5](=[C:6]([S:11][C:13]3[CH:14]=[C:15]4[C:20](=[CH:21][C:22]=3[N+:23]([O-:25])=[O:24])[N:19]=[CH:18][CH:17]=[N:16]4)[CH:7]=[CH:8][CH:9]=2)[CH:4]=[CH:3][N:2]=1 |f:2.3.4|. Reaction SMILES: [Cl:1][C:2]1[CH:7]=[CH:6][C:5]([C:8]2[C:13]([O:14][CH2:15][C:16]([F:19])([F:18])[F:17])=[CH:12][N:11]=[C:10]([C:20]([OH:22])=O)[CH:9]=2)=[CH:4][CH:3]=1.[CH3:23][C:24]1[O:28][N:27]=[C:26]([CH2:29][NH2:30])[CH:25]=1>>[Cl:1][C:2]1[CH:7]=[CH:6][C:5]([C:8]2[C:13]([O:14][CH2:15][C:16]([F:18])([F:19])[F:17])=[CH:12][N:11]=[C:10]([C:20]([NH:30][CH2:29][C:26]3[CH:25]=[C:24]([CH3:23])[O:28][N:27]=3)=[O:22])[CH:9]=2)=[CH:4][CH:3]=1. Procedure: The title compound was synthesized in analogy to Example 1, using 4-(4-chloro-phenyl)-5-(2,2,2-trifluoro-ethoxy)-pyridine-2-carboxylic acid (example D) and 5-methyl-3-isoxazolemethanamine (CAS registry No. 154016-48-5) as starting materials; LC-MS (UV peak area/ESI) 100%, 426.0822 (M+H)+. Product: ClC1=CC=C(C=C1)C1=CC(=NC=C1OCC(F)(F)F)C(=O)NCC1=NOC(=C1)C (4-(4-chlorophenyl)-N-((5-methylisoxazol-3-yl)methyl)-5-(2,2,2-trifluoro-ethoxy)picolinamide). Starting materials: ClC1=CC=C(C=C1)C1=CC(=NC=C1OCC(F)(F)F)C(=O)O (4-(4-chloro-phenyl)-5-(2,2,2-trifluoro-ethoxy)-pyridine-2-carboxylic acid), CC1=CC(=NO1)CN (5-methyl-3-isoxazolemethanamine). Starting materials: C1CCNCC1, Cl, O=C(O)CC(=O)O, c1ccncc1, O=Cc1ccsc1. Reaction SMILES: [CH2:8]1[CH2:9][CH2:10][NH:11][CH2:12][CH2:13]1.[ClH:21].[OH:1][C:2](=[O:3])[CH2:4][C:5](=[O:6])[OH:7].[cH:22]1[cH:23][cH:24][n:25][cH:26][cH:27]1.[s:14]1[cH:15][c:16]([CH:19]=[O:20])[cH:17][cH:18]1>>[OH:1][C:2](=[O:3])[CH:4]=[CH:5][c:16]1[cH:15][s:14][cH:18][cH:17]1. Yields the product O=C(O)C=Cc1ccsc1.